Dataset: the Open Reaction Database (ORD), a public repository of structured organic reaction records. Task: describe an organic reaction: reactants, conditions, products, and yield Reactants: Cl.FC1=CC=C(C=C1)[C@H]1[C@@H](CNCC1)COC1=CC2=C(C=C1)OCO2 ((-)-trans-4-(4-fluorophenyl)-3-(3,4-methylene dioxyphenoxymethyl)-piperidine hydrochloride), C(C)O (ethanol), BrCCC#N (3-bromopropionitrile), C([O-])([O-])=O.[K+].[K+] (potassium carbonate). Run in C(C)OCC (diethylether), CC(=O)C (acetone), 99. Product: Cl.C(#N)CCN1C[C@H]([C@@H](CC1)C1=CC=C(C=C1)F)COC1=CC2=C(C=C1)OCO2 ((-)-trans-1(2-cyanoethyl)-4-(4-fluorophenyl)-3-(3,4-methylenedioxyphenoxymethyl)-piperidine hydrochloride). Reaction SMILES: [ClH:1].[F:2][C:3]1[CH:8]=[CH:7][C:6]([C@@H:9]2[CH2:14][CH2:13][NH:12][CH2:11][C@H:10]2[CH2:15][O:16][C:17]2[CH:22]=[CH:21][C:20]3[O:23][CH2:24][O:25][C:19]=3[CH:18]=2)=[CH:5][CH:4]=1.C(O)C.Br[CH2:30][CH2:31][C:32]#[N:33].C(=O)([O-])[O-].[K+].[K+]>C(OCC)C.CC(C)=O>[ClH:1].[C:32]([CH2:31][CH2:30][N:12]1[CH2:13][CH2:14][C@@H:9]([C:6]2[CH:7]=[CH:8][C:3]([F:2])=[CH:4][CH:5]=2)[C@H:10]([CH2:15][O:16][C:17]2[CH:22]=[CH:21][C:20]3[O:23][CH2:24][O:25][C:19]=3[CH:18]=2)[CH2:11]1)#[N:33] |f:0.1,4.5.6,9.10|. Procedure details: 1 g of (-)-trans-4-(4-fluorophenyl)-3-(3,4-methylene dioxyphenoxymethyl)-piperidine hydrochloride in 50 ml 99 9% ethanol was mixed with 3-bromopropionitrile (7 ml) and 2 g potassium carbonate. The mixture was refluxed for 70 h. After cooling 25 ml acetone and 25 ml diethylether were added, the precipitate filtered off, and the filtrate evaporated in vacuo. The residue was extracted with 1N NaOH/ether, the ether layer dried (MgSO4) and evaporated to dryness. The residue was dissolved in acetone a... The reactants are C(C1=CC=CC=C1)N1C(SC(C1=O)=C1SC2=C(N1C)C=C(C=C2)O)=NC=2C=C(C#N)C=CC2NCC (3-[3-benzyl-5-(5-hydroxy-3-methyl-3H-benzothiazol-2-ylidene)-4-oxothiazolidi n-2-ylideneamino]-4-(ethylamino)benzonitrile), C(C1=CC=CC=C1)N1C(SC(C1=O)=C1SC2=C(N1C)C=CC(=C2)O)=NC=2C=C(C#N)C=CC2NCC (3-[3-benzyl-5-(6-hydroxy-3-methyl-3H-benzothiazol-2-ylidene)-4-oxothiazolidin-2-ylideneamino]-4-ethylaminobenzonitrile). Yields the product C(C1=CC=CC=C1)N1C(SC(C1=O)=C1SC2=C(N1C)C=CC(=C2)OCCO)=NC=2C=C(C#N)C=CC2NCC (3-{3-benzyl-5-[6-(2-hydroxyethoxy)-3-methyl-3H-benzothiazol-2-ylidene]-4-oxothiazolidin-2-ylideneamino}-4-ethylaminobenzonitrile). As a reaction SMILES: C(N1[C:12](=[O:13])[C:11](=C2N(C)C3C=C(O)C=CC=3S2)SC1=NC1C=C(C=CC=1NCC)C#N)C1C=CC=CC=1.[CH2:37]([N:44]1[C:48](=[O:49])[C:47](=[C:50]2[N:54]([CH3:55])[C:53]3[CH:56]=[CH:57][C:58]([OH:60])=[CH:59][C:52]=3[S:51]2)[S:46][C:45]1=[N:61][C:62]1[CH:63]=[C:64]([CH:67]=[CH:68][C:69]=1[NH:70][CH2:71][CH3:72])[C:65]#[N:66])[C:38]1[CH:43]=[CH:42][CH:41]=[CH:40][CH:39]=1>>[CH2:37]([N:44]1[C:48](=[O:49])[C:47](=[C:50]2[N:54]([CH3:55])[C:53]3[CH:56]=[CH:57][C:58]([O:60][CH2:11][CH2:12][OH:13])=[CH:59][C:52]=3[S:51]2)[S:46][C:45]1=[N:61][C:62]1[CH:63]=[C:64]([CH:67]=[CH:68][C:69]=1[NH:70][CH2:71][CH3:72])[C:65]#[N:66])[C:38]1[CH:43]=[CH:42][CH:41]=[CH:40][CH:39]=1. Procedure: The title compound was prepared in a manner similar to that described in Example 59 by replacing the product of Example 57 with the product of Example 249. MS(ESI): 558 (MH+). The reactants are C1CCOC1, CCCCCC(COc1ccc(C(=O)OC)cc1)c1ccc2c(c1)SCCC2(C)C, CCO, Cl, [K+], [OH-], O. Yields the product CCCCCC(COc1ccc(C(=O)O)cc1)c1ccc2c(c1)SCCC2(C)C. RXN SMILES: [CH2:33]1[O:34][CH2:35][CH2:36][CH2:37]1.[CH3:1][O:2][C:3]([c:4]1[cH:5][cH:6][c:7]([O:10][CH2:11][CH:12]([CH2:13][CH2:14][CH2:15][CH2:16][CH3:17])[c:18]2[cH:19][cH:20][c:21]3[c:26]([cH:27]2)[S:25][CH2:24][CH2:23][C:22]3([CH3:28])[CH3:29])[cH:8][cH:9]1)=[O:30].[CH3:39][CH2:40][OH:41].[ClH:38].[K+:32].[OH-:31].[OH2:42]>>[O:2]=[C:3]([c:4]1[cH:5][cH:6][c:7]([O:10][CH2:11][CH:12]([CH2:13][CH2:14][CH2:15][CH2:16][CH3:17])[c:18]2[cH:19][cH:20][c:21]3[c:26]([cH:27]2)[S:25][CH2:24][CH2:23][C:22]3([CH3:28])[CH3:29])[cH:8][cH:9]1)[OH:30]. Starting materials: O (Water), COC(=O)C1N(CC(C1)=O)C(=O)OC(C)(C)C (4-oxo-pyrrolidine-1,2-dicarboxylic acid 1-tert-butyl ester 2-methyl ester), CC(C)([O-])C.[K+] (potassium ter-butoxide), [I-].C[P+](C1=CC=CC=C1)(C1=CC=CC=C1)C1=CC=CC=C1 (methyltriphenylphosphonium iodide). Solvent: C1CCOC1 (THF). Reaction conditions: time 8 hour. Product: COC(=O)C1N(CC(C1)=C)C(=O)OC(C)(C)C (4-Methylene-pyrrolidine-1,2-dicarboxylic acid 1-tert-butyl ester 2-methyl ester). Reaction SMILES: [I-].[CH3:2][P+](C1C=CC=CC=1)(C1C=CC=CC=1)C1C=CC=CC=1.[CH3:22][O:23][C:24]([CH:26]1[CH2:30][C:29](=O)[CH2:28][N:27]1[C:32]([O:34][C:35]([CH3:38])([CH3:37])[CH3:36])=[O:33])=[O:25].CC(C)([O-])C.[K+].O>C1COCC1>[CH3:22][O:23][C:24]([CH:26]1[CH2:30][C:29](=[CH2:2])[CH2:28][N:27]1[C:32]([O:34][C:35]([CH3:38])([CH3:37])[CH3:36])=[O:33])=[O:25] |f:0.1,3.4|. Procedure details: To a suspension of methyltriphenylphosphonium iodide (1.25 g, 3.08 mmol) in THF (20 ml) at 0° C., 4-oxo-pyrrolidine-1,2-dicarboxylic acid 1-tert-butyl ester 2-methyl ester (500 mg, 2.05 mmol) and potassium ter-butoxide (460 mg, 4.11 mmol) was added. It was stirred for overnight at room temperature. Water was added and the compound was extracted with ethyl acetate. The ethyl acetate layer was washed with brine, dried over sodium sulphate, filtered and concentrated under vacuum. Purification by co... The reactants are C1(=CC=CC=C1)C=1SC2=C(C=CC=C2C(C1)=O)C=O (2-phenyl-4-oxo-4H-thiochromen-8-aldehyde), C(C)O (ethanol), C(CC(=O)C)(=O)OCCCC (butyl acetoacetate), N\C(=C/C#N)\C (3-aminocrotononitrile). Yields the product C(#N)C=1C(C(=C(NC1C)C)C(=O)OCCCC)C=1C=CC=C2C(C=C(SC12)C1=CC=CC=C1)=O (Butyl 5-cyano-2,6-dimethyl-4-(2-phenyl-4-oxo-4H-thiochromen-8-yl)-1,4-dihydropyridine-3-carboxylate). RXN SMILES: [C:1]1([C:7]2[S:8][C:9]3[C:14]([C:15](=[O:17])[CH:16]=2)=[CH:13][CH:12]=[CH:11][C:10]=3C=O)[CH:6]=[CH:5][CH:4]=[CH:3][CH:2]=1.[C:20]([O:26][CH2:27][CH2:28][CH2:29][CH3:30])(=[O:25])[CH2:21][C:22]([CH3:24])=O.[NH2:31]/[C:32](/[CH3:36])=[CH:33]\[C:34]#[N:35].[CH2:37](O)C>>[C:34]([C:33]1[CH:37]([C:10]2[CH:11]=[CH:12][CH:13]=[C:14]3[C:9]=2[S:8][C:7]([C:1]2[CH:6]=[CH:5][CH:4]=[CH:3][CH:2]=2)=[CH:16][C:15]3=[O:17])[C:21]([C:20]([O:26][CH2:27][CH2:28][CH2:29][CH3:30])=[O:25])=[C:22]([CH3:24])[NH:31][C:32]=1[CH3:36])#[N:35]. Reported procedure: 10 mmol each of 2-phenyl-4-oxo-4H-thiochromen-8-aldehyde, butyl acetoacetate and 3-aminocrotononitrile were boiled under reflux in 30 ml of ethanol overnight, the mixture was concentrated and the residue was crystallized with ethyl acetate. The reactants are resultant solution, aqueous solution, OO (hydrogen peroxide), CSC (dimethyl sulfide), OC1=C(C=CC=C1)C(CSC1=CC=C(C=C1)O)=O (2′-hydroxy-2-(4-hydroxyphenylthio) acetophenone). Solvent: C(C)(=O)O (acetic acid). Run at time 12 hour. The product is OC1=C(C=CC=C1)C(CS(=O)C1=CC=C(C=C1)O)=O (2′-hydroxy-2-(4-hydroxyphenylsulfinyl) acetophenone). The yield is 71.0%. RXN SMILES: [OH:1][C:2]1[CH:7]=[CH:6][CH:5]=[CH:4][C:3]=1[C:8](=[O:18])[CH2:9][S:10][C:11]1[CH:16]=[CH:15][C:14]([OH:17])=[CH:13][CH:12]=1.[OH:19]O.CSC>C(O)(=O)C>[OH:1][C:2]1[CH:7]=[CH:6][CH:5]=[CH:4][C:3]=1[C:8](=[O:18])[CH2:9][S:10]([C:11]1[CH:16]=[CH:15][C:14]([OH:17])=[CH:13][CH:12]=1)=[O:19]. Procedure details: 6.0 g (23.1 mmol) of 2′-hydroxy-2-(4-hydroxyphenylthio) acetophenone and 50 mL of acetic acid were added under a room temperature into a 100 mL flask with four inlets and attached with a stirrer and a thermometer. To the resultant solution, 2.8 g (24.7 mmol) of 30% aqueous solution of hydrogen peroxide was added, and the solution was stirred for 12 hours at a room temperature. Following to the completion of the reaction, 0.5 g of dimethyl sulfide was added into the solution, and then, the soluti...